This data is from the Open Reaction Database (ORD), a public repository of structured organic reaction records. The task is: describe an organic reaction: reactants, conditions, products, and yield Reactants: 13, C=1C=CC2=C(C1)N=NN2O (HOBT), C1CCC(CC1)N=C=NC2CCCCC2 (DCC). Solvent: C1CCOC1 (THF). Conditions: time 1 hour. Yields the product C1(CCCCC1)NC(NC1CCCCC1)=O (dicyclohexyl urea). Reaction SMILES: C1C=CC2N([OH:10])N=NC=2C=1.[CH2:11]1[CH2:16][CH2:15][CH:14]([N:17]=[C:18]=[N:19][CH:20]2[CH2:25][CH2:24][CH2:23][CH2:22][CH2:21]2)[CH2:13][CH2:12]1>C1COCC1>[CH:20]1([NH:19][C:18](=[O:10])[NH:17][CH:14]2[CH2:13][CH2:12][CH2:11][CH2:16][CH2:15]2)[CH2:25][CH2:24][CH2:23][CH2:22][CH2:21]1. Procedure details: A mixture of 13 (52 mg, 0.058 mmol), HOBT (10 mg, 0.065 mmol) and DCC (16 mg, 0.079 mmol) in THF (2 ml) was stirred for 1 hour at room temperature and filtered to remove resulting dicyclohexyl urea. The filtrate was concentrated and the residue was dissolved in 1 ml of 50% aqueous dioxane. To the mixture was added a solution of D-3,4-dihydroxyphenylalanine (D-DOPA) (24 mg, 0.12 mmol) and triethylamine (20 μl, 0.14 mmol) in 1 ml of 50% aqueous dioxane. The mixture was stirred for 1 day at room te...